From a dataset of the Open Reaction Database (ORD), a public repository of structured organic reaction records. describe an organic reaction: reactants, conditions, products, and yield Reactants: B(O)O (boronic acid), Formula 24, S1CC=CC2=CC=CC=C12 (thiochrom-3-ene), BrC1=C(C(=O)OCC)C=CC=C1 (ethyl 2-bromobenzoate), C1(=CC=CC=C1)C (toluene). Run in CO (methanol). Product: C(C)OC(C1=CC=CC=C1)=O (benzoic acid ethyl ester), Formula 60. RXN SMILES: B(O)O.S1C2C(=CC=CC=2)C=CC1.Br[C:15]1[CH:25]=[CH:24][CH:23]=[CH:22][C:16]=1[C:17]([O:19][CH2:20][CH3:21])=[O:18].C1(C)C=CC=CC=1>CO>[CH2:20]([O:19][C:17](=[O:18])[C:16]1[CH:22]=[CH:23][CH:24]=[CH:25][CH:15]=1)[CH3:21]. Procedure: As is shown in the reaction scheme, the (2,2-dialkyl-4-alkyl, aryl or heteroaryl-2H-chromen-6-yl) boronic acid compounds of Formula 24 (or their corresponding thiochrom-3-ene analogs) are reacted with ethyl 2-bromobenzoate in the presence of Pd(0) catalyst in an inert solvent or solvent mixture, such as toluene and methanol, to provide 2-(2,2-dialkyl-4-alkyl, aryl or heteroaryl-2H-chromen-6-yl)benzoic acid ethyl ester compounds of Formula 60. The reagent ethyl 2-bromobenzoate is available in acc...